This data is from the Open Reaction Database (ORD), a public repository of structured organic reaction records. The task is: describe an organic reaction: reactants, conditions, products, and yield Reactants: C(C=C)(=O)N (acrylamide), C=O (paraformaldehyde), Cl (hydrochloric acid), SC(C(=O)O)C (2-mercaptopropionic acid), [OH-].[Na+] (sodium hydroxide). The solvent is O (water). Yields the product C(=O)(O)C(C)SCCC(=O)NCO (3-(1-carboxyethyl)thio-N-hydroxymethylpropionamide). RXN SMILES: [C:1]([NH2:5])(=[O:4])[CH:2]=[CH2:3].[SH:6][CH:7]([CH3:11])[C:8]([OH:10])=[O:9].[OH-:12].[Na+].[CH2:14]=O.Cl>O>[C:8]([CH:7]([S:6][CH2:3][CH2:2][C:1]([NH:5][CH2:14][OH:12])=[O:4])[CH3:11])([OH:10])=[O:9] |f:2.3|. Procedure details: The procedure of Example 1 is repeated, using 35.5 parts (0.5 mole) of acrylamide in 100 parts of deionised water, adding 53 parts (0.5 mole) of 2-mercaptopropionic acid over 20 minutes, adjusting the pH of the reaction mixture to 10.0 with 90 parts of 30% aqueous sodium hydroxide solution, and adding 15 parts (0.5 mole) of paraformaldehyde to the reaction mixture at pH 9.5 after addition of hydrochloric acid. Yield: 304 parts of a 43% aqueous, slightly viscous yellowish solution to the methylol... Starting materials: ClC1=C(C=C(C=C1)C=1N(C(SC1)=NC1=CC=C(C=C1)OC(C)=O)C)S(N(C)C)(=O)=O (4-(4-chloro-3-dimethylsulfamoylphenyl)-2-(4-acetoxyphenylimino)-3-methyl-4-thiazoline), Cl (hydrochloric acid), [OH-].[Na+] (caustic soda). The solvent is C(C)O (ethanol), O (water). Reaction conditions: time 3 hour. Product: ClC1=C(C=C(C=C1)C=1N(C(SC1)=NC1=CC=C(C=C1)O)C)S(N(C)C)(=O)=O (4-(4-Chloro-3-dimethylsulfamoylphenyl)-2-(4-hydroxyphenylimino)-3-methyl-4-thiazoline). As a reaction SMILES: [Cl:1][C:2]1[CH:7]=[CH:6][C:5]([C:8]2[N:9]([CH3:24])[C:10](=[N:13][C:14]3[CH:19]=[CH:18][C:17]([O:20]C(=O)C)=[CH:16][CH:15]=3)[S:11][CH:12]=2)=[CH:4][C:3]=1[S:25](=[O:30])(=[O:29])[N:26]([CH3:28])[CH3:27].[OH-].[Na+].Cl>C(O)C.O>[Cl:1][C:2]1[CH:7]=[CH:6][C:5]([C:8]2[N:9]([CH3:24])[C:10](=[N:13][C:14]3[CH:15]=[CH:16][C:17]([OH:20])=[CH:18][CH:19]=3)[S:11][CH:12]=2)=[CH:4][C:3]=1[S:25](=[O:30])(=[O:29])[N:26]([CH3:27])[CH3:28] |f:1.2|. Procedure: A suspension of 1.7 g of 4-(4-chloro-3-dimethylsulfamoylphenyl)-2-(4-acetoxyphenylimino)-3-methyl-4-thiazoline (Example 8) in 30 ml of ethanol and 20 ml of water is brought to pH 11-12 with 2 N caustic soda and stirred at room temperature for 3 hours. After neutralization with 2 N hydrochloric acid, and repeated extraction with methyl acetate, the organic phases are dried, evaporated and the residue recrystallized from ethyl acetate/ethanol. Beige-colored crystals of m.p. 188°-190° C., identical... The reactants are C1(CCC1)C=1N=C(SC1)CCC1=CC=2N(C(C(=C(N2)N2CC(CCC2)O)/C=C/C(=O)O)=O)C=C1 ((E)-3-[8-[2-(4-Cyclobutyl-1,3-thiazol-2-yl)ethyl]-2-(3-hydroxypiperidino)-4-oxo-4H-pyrido[1,2-a]pyrimidin-3-yl]-2-propenoic acid), C(C)C=1N=C(SC1)CCC1=CC=2N(C(C(=C(N2)N2CCOCC2)/C=C/C(=O)OC(C)(C)C)=O)C=C1 (tert-butyl (E)-3-{8-[2-(4-ethyl-1,3-thiazol-2-yl)ethyl]-2-morpholino-4-oxo-4H-pyrido-[1,2-a]pyrimidin-3-yl}-2-propenoate). Yields the product C(C)C=1N=C(SC1)CCC1=CC=2N(C(C(=C(N2)N2CCOCC2)/C=C/C(=O)O)=O)C=C1 ((E)-3-{8-[2-(4-Ethyl-1,3-thiazol-2-yl)ethyl]-2-morpholino-4-oxo-4H-pyrido[1,2-a]-pyrimidin-3-yl}-2-propenoic acid). Isolated yield 73.0%. RXN SMILES: [CH:1]1([C:5]2[N:6]=[C:7]([CH2:10][CH2:11][C:12]3[CH:34]=[CH:33][N:15]4[C:16](=[O:32])[C:17](/[CH:27]=[CH:28]/[C:29]([OH:31])=[O:30])=[C:18]([N:20]5[CH2:25][CH2:24]C[CH:22]([OH:26])[CH2:21]5)[N:19]=[C:14]4[CH:13]=3)[S:8][CH:9]=2)[CH2:4]CC1.C(C1N=C(CCC2C=CN3C(=O)C(/C=C/C(OC(C)(C)C)=O)=C(N4CCOCC4)N=C3C=2)SC=1)C>>[CH2:1]([C:5]1[N:6]=[C:7]([CH2:10][CH2:11][C:12]2[CH:34]=[CH:33][N:15]3[C:16](=[O:32])[C:17](/[CH:27]=[CH:28]/[C:29]([OH:31])=[O:30])=[C:18]([N:20]4[CH2:21][CH2:22][O:26][CH2:24][CH2:25]4)[N:19]=[C:14]3[CH:13]=2)[S:8][CH:9]=1)[CH3:4]. Procedure details: Reactions were performed in the same manner as in Example 1, (L) by using tert-butyl (E)-3-{8-[2-(4-ethyl-1,3-thiazol-2-yl)ethyl]-2-morpholino-4-oxo-4H-pyrido-[1,2-a]pyrimidin-3-yl}-2-propenoate (144 mg, 0.290 mmol) to obtain 93 mg (73%) of the title compound as yellow crystals. Starting materials: O=C([O-])O, CO, CCn1nccc1-c1cn(COC(=O)C(C)(C)C)c2ncc(-c3ccc(N)c(C(=O)N(C)C)c3)cc12, [Na+], [Na+], C1CCOC1, [OH-]. Yields the product CCn1nccc1-c1c[nH]c2ncc(-c3ccc(N)c(C(=O)N(C)C)c3)cc12. Reaction SMILES: [C:39](=[O:40])([OH:41])[O-:42].[CH3:49][OH:50].[NH2:1][c:2]1[c:3]([C:32]([N:33]([CH3:34])[CH3:35])=[O:36])[cH:4][c:5](-[c:8]2[cH:9][c:10]3[c:11]([n:12][cH:13]2)[n:14]([CH2:24][O:25][C:26](=[O:27])[C:28]([CH3:29])([CH3:30])[CH3:31])[cH:15][c:16]3-[c:17]2[n:18]([CH2:22][CH3:23])[n:19][cH:20][cH:21]2)[cH:6][cH:7]1.[Na+:38].[Na+:43].[O:44]1[CH2:45][CH2:46][CH2:47][CH2:48]1.[OH-:37]>>[NH2:1][c:2]1[c:3]([C:32]([N:33]([CH3:34])[CH3:35])=[O:36])[cH:4][c:5](-[c:8]2[cH:9][c:10]3[c:11]([n:12][cH:13]2)[nH:14][cH:15][c:16]3-[c:17]2[n:18]([CH2:22][CH3:23])[n:19][cH:20][cH:21]2)[cH:6][cH:7]1.